Dataset: the Open Reaction Database (ORD), a public repository of structured organic reaction records. Task: describe an organic reaction: reactants, conditions, products, and yield Reactants: [H-].[Na+] (Sodium hydride), ClC1=CC=C(C=C1)C(CO)(C)C(F)F (2-(4-chlorophenyl)-2-difluoromethylpropanol), FC1=C(C=C(CBr)C=C1)OC1=CC=CC=C1 (4-fluoro-3-phenoxybenzyl bromide). The solvent is CCCCCC.C(C)(=O)OCC (hexane ethyl acetate). The product is ClC1=CC=C(C=C1)C(COCC1=CC(=C(C=C1)F)OC1=CC=CC=C1)(C)C(F)F (2-(4-Chlorophenyl)-2-difluoromethyl-1-(4-fluoro-3-phenoxybenzyloxy)propane). Reaction SMILES: [H-].[Na+].[Cl:3][C:4]1[CH:9]=[CH:8][C:7]([C:10]([CH:14]([F:16])[F:15])([CH3:13])[CH2:11][OH:12])=[CH:6][CH:5]=1.[F:17][C:18]1[CH:25]=[CH:24][C:21]([CH2:22]Br)=[CH:20][C:19]=1[O:26][C:27]1[CH:32]=[CH:31][CH:30]=[CH:29][CH:28]=1>CCCCCC.C(OCC)(=O)C>[Cl:3][C:4]1[CH:5]=[CH:6][C:7]([C:10]([CH:14]([F:15])[F:16])([CH3:13])[CH2:11][O:12][CH2:22][C:21]2[CH:24]=[CH:25][C:18]([F:17])=[C:19]([O:26][C:27]3[CH:28]=[CH:29][CH:30]=[CH:31][CH:32]=3)[CH:20]=2)=[CH:8][CH:9]=1 |f:0.1,4.5|. Procedure: 0.44 g (10 mmol) Sodium hydride dispersion (55%) was freed from oil by washing three times with dry toluene. It was suspended in 10 ml dry dimethoxyethane and then, with stirring, 1.77 g (8.0 mmol) 2-(4-chlorophenyl)-2-difluoromethylpropanol and 2.24 g (8.0 mmol) 4-fluoro-3-phenoxybenzyl bromide added. After stirring for five hours at room temperature a thin layer chromatogram (Merck DC silica gel 60F254 plate, using hexane/ethyl acetate 1:1 as eluant, Rf : 0.57) showed that no starting material... Reactants: CN(S(=O)(=O)N1C(=NC2=C1C=C(C(=C2)OC)OC)C(=O)OCC)C (1-(N,N-dimethylsulfamoyl)-2-ethoxycarbonyl-5,6-dimethoxybenzimidazole), [Cl-].[NH4+] (ammonium chloride), NC1=NC(=CC(=C1)C)C (2-amino-4,6-dimethyl pyridine), [H-].[Na+] (sodium hydride). Run in CS(=O)C (DMSO), CS(=O)C (DMSO). Run at time 1 hour. The product is CC1=CC(=NC(=C1)C)NC(=O)C1=NC2=C(N1S(N(C)C)(=O)=O)C=C(C(=C2)OC)OC (N-(4,6-dimethyl-2-pyridyl)-1-(N,N-dimethylsulfamoyl)-5,6-dimethoxybenzimidazole-2-carboxamide). Isolated yield 67.9%. Reaction SMILES: [NH2:1][C:2]1[CH:7]=[C:6]([CH3:8])[CH:5]=[C:4]([CH3:9])[N:3]=1.[H-].[Na+].[CH3:12][N:13]([CH3:35])[S:14]([N:17]1[C:21]2[CH:22]=[C:23]([O:28][CH3:29])[C:24]([O:26][CH3:27])=[CH:25][C:20]=2[N:19]=[C:18]1[C:30](OCC)=[O:31])(=[O:16])=[O:15].[Cl-].[NH4+]>CS(C)=O>[CH3:8][C:6]1[CH:5]=[C:4]([CH3:9])[N:3]=[C:2]([NH:1][C:30]([C:18]2[N:17]([S:14](=[O:16])(=[O:15])[N:13]([CH3:35])[CH3:12])[C:21]3[CH:22]=[C:23]([O:28][CH3:29])[C:24]([O:26][CH3:27])=[CH:25][C:20]=3[N:19]=2)=[O:31])[CH:7]=1 |f:1.2,4.5|. Procedure details: In a dry argon atmosphere, 2-amino-4,6-dimethyl pyridine (4.0 g) was dissolved in dry DMSO (30 ml), 60% sodium hydride (1.30 g) was added and stirred at room temperature for 1 hr. A solution of 1-(N,N-dimethylsulfamoyl)-2-ethoxycarbonyl-5,6-dimethoxybenzimidazole (6.56 g) in DMSO (15 ml) was added dropwise while cooling and stirred at room temperature for 2 hrs. The reaction solution was poured into aqueous saturated ammonium chloride solution and extracted with benzene. The residue obtained by ... Procedure: The title compound is synthesized analogously to 4b except for the following changes: 1) 2.5 mol % aminophenol 2g (instead of 3 mol % 2g) 2) 1.5 equiv. MeOH (instead of 2.5 equiv.). 3) Reaction time is six h. 4) After NaIO4 workup (see representative procedure above), the unpurified mixture is treated for 12 h while allowing it to stir with ˜1 g basic aluminum oxide in 4 mL dichloromethane:diethyl ether (1:1) to hydrolyze unreacted 3j, after which the aluminum oxide is filtered off and washed wi... The yield is 93.0%. The solvent is ClCCl.C(C)OCC (dichloromethane diethyl ether), CO (MeOH). Reaction conditions: time 6 hour. Starting materials: [O-2].[Al+3].[O-2].[O-2].[Al+3] (aluminum oxide), FC1=C(C=CC=C1)[C@@H](CC=C)NP(=O)(C1=CC=CC=C1)C1=CC=CC=C1 ((R)—N-(1-(2-Fluorophenyl)but-3-en-1-yl)-P,P-diphenylphosphinic amide), C(CCC)N(C1=CC=C(\C=N\P(=O)(C2=CC=CC=C2)C2=CC=CC=C2)C=C1)CCCC ((E)-N-(4-(dibutylamino)benzylidene)-P,P-diphenylphosphinic amide), NC1=C(C=CC=C1)O (aminophenol), NC1=C(C=CC=C1)O (aminophenol), NaIO4, unpurified mixture. The product is C(CCC)N(C1=CC=C(C=C1)[C@@H](CC=C)NP(=O)(C1=CC=CC=C1)C1=CC=CC=C1)CCCC ((R)—N-(1-(4-(Dibutylamino)phenyl)but-3-en-1-yl)-P,P-diphenylphosphinic amide). Reaction SMILES: F[C:2]1[CH:7]=[CH:6][CH:5]=[CH:4][C:3]=1[C@H:8]([NH:12][P:13]([C:21]1[CH:26]=[CH:25][CH:24]=[CH:23][CH:22]=1)([C:15]1[CH:20]=[CH:19][CH:18]=[CH:17][CH:16]=1)=[O:14])[CH2:9][CH:10]=[CH2:11].NC1C=CC=CC=1O.[O-2].[Al+3].[O-2].[O-2].[Al+3].[CH2:40]([N:44](CCCC)[C:45]1C=C[C:48](/C=N/P(C2C=CC=CC=2)(C2C=CC=CC=2)=O)=[CH:47][CH:46]=1)[CH2:41][CH2:42][CH3:43]>ClCCl.C(OCC)C.CO>[CH2:40]([N:44]([CH2:45][CH2:46][CH2:47][CH3:48])[C:6]1[CH:5]=[CH:4][C:3]([C@H:8]([NH:12][P:13]([C:21]2[CH:26]=[CH:25][CH:24]=[CH:23][CH:22]=2)([C:15]2[CH:20]=[CH:19][CH:18]=[CH:17][CH:16]=2)=[O:14])[CH2:9][CH:10]=[CH2:11])=[CH:2][CH:7]=1)[CH2:41][CH2:42][CH3:43] |f:2.3.4.5.6,8.9|. The reactants are BrC(Br)(Br)Br, CC#N, OCc1c(-c2ccc(F)cc2Cl)cc(Cl)nc1Cl, c1ccc(P(c2ccccc2)c2ccccc2)cc1. The product is Fc1ccc(-c2cc(Cl)nc(Cl)c2CBr)c(Cl)c1. Reaction SMILES: [C:20]([Br:21])([Br:22])([Br:23])[Br:24].[CH3:43][C:44]#[N:45].[Cl:25][c:26]1[n:27][c:28]([Cl:42])[cH:29][c:30](-[c:34]2[c:35]([Cl:41])[cH:36][c:37]([F:40])[cH:38][cH:39]2)[c:31]1[CH2:32][OH:33].[c:1]1([P:2]([c:3]2[cH:4][cH:5][cH:6][cH:7][cH:8]2)[c:9]2[cH:10][cH:11][cH:12][cH:13][cH:14]2)[cH:15][cH:16][cH:17][cH:18][cH:19]1>>[CH2:20]([Br:24])[c:31]1[c:26]([Cl:25])[n:27][c:28]([Cl:42])[cH:29][c:30]1-[c:34]1[c:35]([Cl:41])[cH:36][c:37]([F:40])[cH:38][cH:39]1. Starting materials: CCOC(=O)C1(NC(=O)c2cccc3c2CCCC3)Cc2ccc(F)cc2C1, CCO, [K+], [OH-], O. The product is O=C(NC1(C(=O)O)Cc2ccc(F)cc2C1)c1cccc2c1CCCC2. As a reaction SMILES: [CH2:1]([CH3:2])[O:3][C:4](=[O:5])[C:6]1([NH:16][C:17](=[O:18])[c:19]2[cH:20][cH:21][cH:22][c:23]3[c:28]2[CH2:27][CH2:26][CH2:25][CH2:24]3)[CH2:7][c:8]2[cH:9][cH:10][c:11]([F:15])[cH:12][c:13]2[CH2:14]1.[CH3:32][CH2:33][OH:34].[K+:30].[OH-:29].[OH2:31]>>[O:3]=[C:4]([OH:5])[C:6]1([NH:16][C:17](=[O:18])[c:19]2[cH:20][cH:21][cH:22][c:23]3[c:28]2[CH2:27][CH2:26][CH2:25][CH2:24]3)[CH2:7][c:8]2[cH:9][cH:10][c:11]([F:15])[cH:12][c:13]2[CH2:14]1. Starting materials: CC(C)C(NS(=O)(=O)c1ccc(-c2ccc(NC(=O)c3nc4ccccc4o3)cc2)cc1)C(=O)OC(C)(C)C, ClCCl, O=C(O)C(F)(F)F. The product is CC(C)C(NS(=O)(=O)c1ccc(-c2ccc(NC(=O)c3nc4ccccc4o3)cc2)cc1)C(=O)O. RXN SMILES: [C:1]([CH3:2])([CH3:3])([CH3:4])[O:5][C:6]([CH:7]([CH:8]([CH3:9])[CH3:10])[NH:11][S:12](=[O:13])(=[O:14])[c:15]1[cH:16][cH:17][c:18](-[c:21]2[cH:22][cH:23][c:24]([NH:27][C:28](=[O:29])[c:30]3[o:31][c:32]4[c:33]([n:34]3)[cH:35][cH:36][cH:37][cH:38]4)[cH:25][cH:26]2)[cH:19][cH:20]1)=[O:39].[Cl:47][CH2:48][Cl:49].[F:40][C:41]([F:42])([F:43])[C:44]([OH:45])=[O:46]>>[O:5]=[C:6]([CH:7]([CH:8]([CH3:9])[CH3:10])[NH:11][S:12](=[O:13])(=[O:14])[c:15]1[cH:16][cH:17][c:18](-[c:21]2[cH:22][cH:23][c:24]([NH:27][C:28](=[O:29])[c:30]3[o:31][c:32]4[c:33]([n:34]3)[cH:35][cH:36][cH:37][cH:38]4)[cH:25][cH:26]2)[cH:19][cH:20]1)[OH:39]. The reactants are O[C@@H](CN1C2COCC1CN(C2)CCC=2C=C1C[C@H](OC(C1=CC2)=O)C)C=2C(=C1COC(C1=CC2)=O)C ((R)-6-(2-(9-((R)-2-hydroxy-2-(4-methyl-1-oxo-1,3-dihydroisobenzofuran-5-yl)ethyl)-3-oxa-7,9-diazabicyclo[3.3.1]nonan-7-yl)ethyl)-3-methylisochroman-1-one), C[C@@H]1OC(C2=CC=C(C=C2C1)CC=O)=O ((S)-2-(3-Methyl-1-oxoisochroman-6-yl)acetaldehyde), C[C@@H]1OC(C2=CC=C(C=C2C1)CC=O)=O ((S)-2-(3-Methyl-1-oxoisochroman-6-yl)acetaldehyde), O[C@@H](CN1C2COCC1CNC2)C2=C(C1=C(C(OC1)=O)C=C2)C (5-[(1R)-1-Hydroxy-2-(3-oxa-7,9-diazabicyclo[3.3.1]non-9-yl)ethyl]-4-methyl-2-benzofuran-1-(3H)-one), O[C@@H](CN1C2COCC1CNC2)C2=C(C1=C(C(OC1)=O)C=C2)C (5-[(1R)-1-Hydroxy-2-(3-oxa-7,9-diazabicyclo[3.3.1]non-9-yl)ethyl]-4-methyl-2-benzofuran-1-(3H)-one). The product is O[C@@H](CN1C2COCC1CN(C2)CCC=2C=C1C[C@@H](OC(C1=CC2)=O)C)C=2C(=C1COC(C1=CC2)=O)C ((S)-6-(2-(9-((R)-2-Hydroxy-2-(4-methyl-1-oxo-1,3-dihydroisobenzofuran-5-yl)ethyl)-3-oxa-7,9-diazabicyclo[3.3.1]nonan-7-yl)ethyl)-3-methylisochroman-1-one). Reaction SMILES: [OH:1][C@H:2]([C:27]1[C:28]([CH3:37])=[C:29]2[C:33](=[CH:34][CH:35]=1)[C:32](=[O:36])[O:31][CH2:30]2)[CH2:3][N:4]1[CH:9]2[CH2:10][N:11]([CH2:13][CH2:14][C:15]3[CH:16]=[C:17]4[C:22](=[CH:23][CH:24]=3)[C:21](=[O:25])[O:20][C@H:19]([CH3:26])[CH2:18]4)[CH2:12][CH:5]1[CH2:6][O:7][CH2:8]2.O[C@H](C1C=CC2C(=O)OCC=2C=1C)CN1C2CNCC1COC2.C[C@H]1CC2C(=CC=C(CC=O)C=2)C(=O)O1>>[OH:1][C@H:2]([C:27]1[C:28]([CH3:37])=[C:29]2[C:33](=[CH:34][CH:35]=1)[C:32](=[O:36])[O:31][CH2:30]2)[CH2:3][N:4]1[CH:5]2[CH2:12][N:11]([CH2:13][CH2:14][C:15]3[CH:16]=[C:17]4[C:22](=[CH:23][CH:24]=3)[C:21](=[O:25])[O:20][C@@H:19]([CH3:26])[CH2:18]4)[CH2:10][CH:9]1[CH2:8][O:7][CH2:6]2. Procedure details: (S)-6-(2-(9-((R)-2-Hydroxy-2-(4-methyl-1-oxo-1,3-dihydroisobenzofuran-5-yl)ethyl)-3-oxa-7,9-diazabicyclo[3.3.1]nonan-7-yl)ethyl)-3-methylisochroman-1-one was prepared in an analogous fashion to that described for the synthesis of (R)-6-(2-(9-((R)-2-hydroxy-2-(4-methyl-1-oxo-1,3-dihydroisobenzofuran-5-yl)ethyl)-3-oxa-7,9-diazabicyclo[3.3.1]nonan-7-yl)ethyl)-3-methylisochroman-1-one (EXAMPLE 21) starting from 5-[(1R)-1-hydroxy-2-(3-oxa-7,9-diazabicyclo[3.3.1]non-9-yl)ethyl]-4-methyl-2-benzofuran-1... Starting materials: solid, ClC=1C(=NN(C1N1CC2=C(N=C(N=C2OC)C2=C3C(=NN(C3=CC=C2C)S(=O)(=O)C2=CC=C(C)C=C2)C)CC1)C)C1CC1 (6-(4-chloro-3-cyclopropyl-1-methyl-1H-pyrazol-5-yl)-2-(3,5-dimethyl-1-tosyl-1H-indazol-4-yl)-4-methoxy-5,6,7,8-tetrahydropyrido[4,3-d]pyrimidine), Cl (HCl), [OH-].[Na+] (NaOH), C[N+](=CCl)C.[Cl-] (Vilsmeier reagent). Run in CN(C)C=O (DMF), CCO (EtOH), CCOC(=O)C (EtOAc), O (water), CCOCC (Et2O), O (water). Conditions: temperature 100 celsius, time 15 minute. Product: ClC=1C2=C(N=C(N1)C1=C3C(=NNC3=CC=C1C)C)CCN(C2)C2=C(C(=NN2C)C2CC2)Cl (4-chloro-6-(4-chloro-3-cyclopropyl-1-methyl-1H-pyrazol-5-yl)-2-(3,5-dimethyl-1H-indazol-4-yl)-5,6,7,8-tetrahydropyrido[4,3-d]pyrimidine), ClC=1C2=C(N=C(N1)C1=C3C(=NN(C3=CC=C1C)C=O)C)CCN(C2)C2=C(C(=NN2C)C2CC2)Cl (4-(4-chloro-6-(4-chloro-3-cyclopropyl-1-methyl-1H-pyrazol-5-yl)-5,6,7,8-tetrahydropyrido[4,3-d]pyrimidin-2-yl)-3,5-dimethyl-1H-indazole-1-carbaldehyde). RXN SMILES: [Cl:1][C:2]1[C:3]([CH:41]2[CH2:43][CH2:42]2)=[N:4][N:5]([CH3:40])[C:6]=1[N:7]1[CH2:39][CH2:38][C:10]2[N:11]=[C:12]([C:17]3[C:25]([CH3:26])=[CH:24][CH:23]=[C:22]4[C:18]=3[C:19]([CH3:37])=[N:20][N:21]4S(C3C=CC(C)=CC=3)(=O)=O)[N:13]=[C:14](OC)[C:9]=2[CH2:8]1.[ClH:44].[OH-:45].[Na+].[CH3:47][N+](C)=C[Cl:50].[Cl-:52]>CCO.CN(C=O)C.CCOCC.O.CCOC(C)=O>[Cl:50][C:14]1[C:9]2[CH2:8][N:7]([C:6]3[N:5]([CH3:40])[N:4]=[C:3]([CH:41]4[CH2:43][CH2:42]4)[C:2]=3[Cl:1])[CH2:39][CH2:38][C:10]=2[N:11]=[C:12]([C:17]2[C:25]([CH3:26])=[CH:24][CH:23]=[C:22]3[C:18]=2[C:19]([CH3:37])=[N:20][NH:21]3)[N:13]=1.[Cl:44][C:14]1[C:9]2[CH2:8][N:7]([C:6]3[N:5]([CH3:40])[N:4]=[C:3]([CH:41]4[CH2:42][CH2:43]4)[C:2]=3[Cl:52])[CH2:39][CH2:38][C:10]=2[N:11]=[C:12]([C:17]2[C:25]([CH3:26])=[CH:24][CH:23]=[C:22]3[C:18]=2[C:19]([CH3:37])=[N:20][N:21]3[CH:47]=[O:45])[N:13]=1 |f:2.3,4.5|. Procedure: To a solution of 6-(4-chloro-3-cyclopropyl-1-methyl-1H-pyrazol-5-yl)-2-(3,5-dimethyl-1-tosyl-1H-indazol-4-yl)-4-methoxy-5,6,7,8-tetrahydropyrido[4,3-d]pyrimidine (5.4 g, 8.74 mmol) in EtOH (50 mL) was added concentrated HCl (21.2 mL, 699 mmol) at room temperature, and the reaction mixture was then heated to 100° C. for 24 h. The mixture was then cooled to room temperature and 200 mL of water was added. Then, solid NaOH was added until the pH of the solution reached pH 10. EtOAc was added to the ... Reactants: C(C1=CC=CC=C1)OCC(CCCC1CCCCC1)=O (1-benzyloxy-5-cyclohexyl-2-pentanone), [Br-].C(C)(C)(C)C1=C(C=C(C=C1)C[P+](C1=CC=CC=C1)(C1=CC=CC=C1)C1=CC=CC=C1)NC(CC1C2=CC=CC=C2OC=2C=CC=CC12)=O ([4-t-butyl-3-[2-(9H-xanthen-9-yl)acetamido]phenyl]methyltriphenylphosphonium bromide), [Cl-].[NH4+] (ammonium chloride), C[Si]([N-][Si](C)(C)C)(C)C.[Na+] (sodium hexamethyldisilazide). Solvent: O1CCCC1 (tetrahydrofuran), C(C)(=O)OCC (ethyl acetate), O1CCCC1 (tetrahydrofuran), O1CCCC1 (tetrahydrofuran). Conditions: temperature 50 celsius, time 35 minute. Product: C(C)(C)(C)C1=C(C=C(C=C1)C=C(CCCC1CCCCC1)COCC1=CC=CC=C1)NC(CC1C2=CC=CC=C2OC=2C=CC=CC12)=O (N-[2-t-Butyl-5-(5-cyclohexyl-2-benzyloxymethyl-1-pentenyl)phenyl]-2-(9H-xanthen-9-yl)acetamide). Yield: 65.4%. RXN SMILES: [Br-].[C:2]([C:6]1[CH:11]=[CH:10][C:9]([CH2:12][P+](C2C=CC=CC=2)(C2C=CC=CC=2)C2C=CC=CC=2)=[CH:8][C:7]=1[NH:32][C:33](=[O:49])[CH2:34][CH:35]1[C:48]2[CH:47]=[CH:46][CH:45]=[CH:44][C:43]=2[O:42][C:41]2[C:36]1=[CH:37][CH:38]=[CH:39][CH:40]=2)([CH3:5])([CH3:4])[CH3:3].C[Si](C)(C)[N-][Si](C)(C)C.[Na+].[CH2:60]([O:67][CH2:68][C:69](=O)[CH2:70][CH2:71][CH2:72][CH:73]1[CH2:78][CH2:77][CH2:76][CH2:75][CH2:74]1)[C:61]1[CH:66]=[CH:65][CH:64]=[CH:63][CH:62]=1.[Cl-].[NH4+]>O1CCCC1.C(OCC)(=O)C>[C:2]([C:6]1[CH:11]=[CH:10][C:9]([CH:12]=[C:69]([CH2:68][O:67][CH2:60][C:61]2[CH:66]=[CH:65][CH:64]=[CH:63][CH:62]=2)[CH2:70][CH2:71][CH2:72][CH:73]2[CH2:78][CH2:77][CH2:76][CH2:75][CH2:74]2)=[CH:8][C:7]=1[NH:32][C:33](=[O:49])[CH2:34][CH:35]1[C:36]2[CH:37]=[CH:38][CH:39]=[CH:40][C:41]=2[O:42][C:43]2[C:48]1=[CH:47][CH:46]=[CH:45][CH:44]=2)([CH3:5])([CH3:4])[CH3:3] |f:0.1,2.3,5.6|. Procedure details: A suspension of 1.36 g (1.87 mmol) of [4-t-butyl-3-[2-(9H-xanthen-9-yl)acetamido]phenyl]methyltriphenylphosphonium bromide (prepared as described in Preparation 34) in 15 ml of tetrahydrofuran was ice-cooled, and 2.10 ml (2.10 mmol) of a 1.0M tetrahydrofuran solution of sodium hexamethyldisilazide were added dropwise thereto over the course of 3 minutes. After 35 minutes, a solution of 511 mg (1.86 mmol) of 1-benzyloxy-5-cyclohexyl-2-pentanone (prepared as described in Preparation 35) in 5 ml of...